Dataset: the Open Reaction Database (ORD), a public repository of structured organic reaction records. Task: describe an organic reaction: reactants, conditions, products, and yield Starting materials: CN(C)C=O, Cl, COC(=O)CS(=O)(=O)CCC(F)(F)F, [H-], [Na+], CCC(=CCOS(=O)(=O)c1ccc(C)cc1)C(F)(F)F. Product: CCC(=CCC(C(=O)OC)S(=O)(=O)CCC(F)(F)F)C(F)(F)F. Reaction SMILES: [CH3:38][N:39]([CH3:40])[CH:41]=[O:42].[ClH:37].[F:21][C:22]([CH2:23][CH2:24][S:25](=[O:26])(=[O:27])[CH2:28][C:29](=[O:30])[O:31][CH3:32])([F:33])[F:34].[H-:35].[Na+:36].[c:1]1([CH3:2])[cH:3][cH:4][c:5]([S:6]([O:7][CH2:11][CH:12]=[C:13]([CH2:14][CH3:15])[C:16]([F:17])([F:18])[F:19])(=[O:8])=[O:9])[cH:10][cH:20]1>>[CH2:11]([CH:12]=[C:13]([CH2:14][CH3:15])[C:16]([F:17])([F:18])[F:19])[CH:28]([S:25]([CH2:24][CH2:23][C:22]([F:21])([F:33])[F:34])(=[O:26])=[O:27])[C:29](=[O:30])[O:31][CH3:32].